From a dataset of the Open Reaction Database (ORD), a public repository of structured organic reaction records. describe an organic reaction: reactants, conditions, products, and yield Starting materials: 1L, COC(C(=CC(=COC)CCOC(C)=O)C#N)=O (methyl-4-(2-acetyloxyethyl)-2-cyano-5-methoxypenta-2,4-dienoate), Br.CC(=O)O (HBr HOAc). The solvent is C(C)(=O)O (acetic acid). Reaction conditions: temperature 35 celsius. Product: BrC1=NC=C(C=C1C(=O)OC)CCO (Methyl 2-bromo-5-(2-hydroxyethyl)pyridine-3-carboxylate). Reaction SMILES: [CH3:1][O:2][C:3](=[O:18])[C:4]([C:16]#[N:17])=[CH:5][C:6]([CH2:10][CH2:11][O:12]C(=O)C)=[CH:7]OC.[BrH:19].CC(O)=O>C(O)(=O)C>[Br:19][C:16]1[C:4]([C:3]([O:2][CH3:1])=[O:18])=[CH:5][C:6]([CH2:10][CH2:11][OH:12])=[CH:7][N:17]=1 |f:1.2|. Reported procedure: Into a 1L three-neck round-bottom flask with a stirrer bar, nitrogen inlet and condenser were added 20 g (78.974 mmol) of methyl-4-(2-acetyloxyethyl)-2-cyano-5-methoxypenta-2,4-dienoate, which was dissolved in 55 ml acetic acid and heated to 35° C. The solution was slowly treated over a period of ½ h with 85.21 g (237 mmol) HBr/HOAc at 35-40° C. with occasional cooling. After the addition was completed the solvents were evaporated at 40° C. and 30 mm Hg and the residue was charged while stirring...